Task: describe an organic reaction: reactants, conditions, products, and yield. Dataset: the Open Reaction Database (ORD), a public repository of structured organic reaction records The reactants are FCC(=C)C1=CC=C(C=C1)[N+](=O)[O-] (4(1-fluoromethylethenyl)-nitrobenzene), NOS(=O)(=O)O (hydroxylamine-O-sulphonic acid), S(=O)(=O)(O)O.NO (hydroxylamine sulphate), ice water, [OH-].[Na+] (NaOH). Solvent: CO (CH3OH), CO (CH3OH). Reaction conditions: time 24 hour. The product is FCC(C)C1=CC=C(C=C1)[N+](=O)[O-] (4(1-Fluoromethyl-ethyl)-nitrobenzene). As a reaction SMILES: [F:1][CH2:2][C:3]([C:5]1[CH:10]=[CH:9][C:8]([N+:11]([O-:13])=[O:12])=[CH:7][CH:6]=1)=[CH2:4].NOS(O)(=O)=O.S(O)(O)(=O)=O.NO.[OH-].[Na+]>CO>[F:1][CH2:2][CH:3]([C:5]1[CH:10]=[CH:9][C:8]([N+:11]([O-:13])=[O:12])=[CH:7][CH:6]=1)[CH3:4] |f:2.3,4.5|. Procedure details: To a solution of 17.5 g (0.1 Mol) 4(1-fluoromethylethenyl)-nitrobenzene in 400 ml CH3OH are added 100 g (0.8 Mol) 90% hydroxylamine-O-sulphonic acid and 67.2 g (0.41 Mol) hydroxylamine sulphate. The reaction mixture is then rendered alkaline (pH 8) at 15°-20° cooling with ice water) with 20% aqueous NaOH. After the addition of a further 500 ml portion of CH3OH the reaction mixture is stirred at room temperature for 24 hours, and then filtered. The filtrate is evaporated in vacuo. The residue is ...